Dataset: the Open Reaction Database (ORD), a public repository of structured organic reaction records. Task: describe an organic reaction: reactants, conditions, products, and yield Reactants: C(C)(C)(C)OC(=O)C(CCN1C=CC2=CC=CC(=C12)C(=O)N1C[C@H]([C@@H](C1)C1CC1)CN1CCC(CC1)C1=CC=C(C=C1)F)N (1-(N-(3-t-butoxycarbonyl aminopropyl)-7-indolecarbonyl)-3-(R)-(4-(4-fluorophenyl)piperidinylmethyl)-4-(S)-(cyclopropyl)pyrrolidine), solution, C(=O)(C(F)(F)F)O (TFA). The solvent is ClC(C)Cl (dichloroethane), C1(=CC=CC=C1)C (toluene). Conditions: time 24 hour. Product: NCCCN1C=CC2=CC=CC(=C12)C(=O)N1C[C@H]([C@@H](C1)C1CC1)CN1CCC(CC1)C1=CC=C(C=C1)F (1-(N-(3-Aminopropyl)-7-indolecarbonyl)-3-(R)-(4-(4-fluorophenyl)piperidinylmethyl)-4-(S)-(cyclopropyl)pyrrolidine). The yield is 87.0%. As a reaction SMILES: C(OC([CH:8]([NH2:44])[CH2:9][CH2:10][N:11]1[C:19]2[C:14](=[CH:15][CH:16]=[CH:17][C:18]=2[C:20]([N:22]2[CH2:26][C@@H:25]([CH:27]3[CH2:29][CH2:28]3)[C@H:24]([CH2:30][N:31]3[CH2:36][CH2:35][CH:34]([C:37]4[CH:42]=[CH:41][C:40]([F:43])=[CH:39][CH:38]=4)[CH2:33][CH2:32]3)[CH2:23]2)=[O:21])[CH:13]=[CH:12]1)=O)(C)(C)C.C(O)(C(F)(F)F)=O>ClC(Cl)C.C1(C)C=CC=CC=1>[NH2:44][CH2:8][CH2:9][CH2:10][N:11]1[C:19]2[C:14](=[CH:15][CH:16]=[CH:17][C:18]=2[C:20]([N:22]2[CH2:26][C@@H:25]([CH:27]3[CH2:29][CH2:28]3)[C@H:24]([CH2:30][N:31]3[CH2:36][CH2:35][CH:34]([C:37]4[CH:42]=[CH:41][C:40]([F:43])=[CH:39][CH:38]=4)[CH2:33][CH2:32]3)[CH2:23]2)=[O:21])[CH:13]=[CH:12]1. Reported procedure: To a solution of 0.1 g (0.16 mmol) of 1-(N-(3-t-butoxycarbonyl aminopropyl)-7-indolecarbonyl)-3-(R)-(4-(4-fluorophenyl)piperidinylmethyl)-4-(S)-(cyclopropyl)pyrrolidine in 2 mL of CH2C2 was added 0.3 mL of a 1M solution of TFA in dichloroethane and the reaction mixture was stirred at rt for 24 h. The reaction mixture was then diluted with toluene and concentrated. The residue was purified by chromatography (silica, CHCl3: MeOH: NH3, 90:10:1) to give 0.07 g of the title compound. Mass Spectrum (E... Starting materials: C(CCCC)OC(C1=CC(=NC=C1SC1=CC=C(C=C1)S(=O)(=O)N1CCCCC1)N)=O (2-amino-5-[4-(piperidine-1-sulfonyl) -phenylsulfanyl]-isonicotinic acid pentyl ester), ClC1=C(C=CC(=C1)Cl)S(=O)(=O)Cl (2,4-dichlorobenzenesulfonylchloride). Reagents/catalysts: CN(C1=CC=NC=C1)C (4-dimethylaminopyridine). The solvent is N1=CC=CC=C1 (pyridine). The product is C(CCCC)OC(C1=CC(=NC=C1SC1=CC=C(C=C1)S(=O)(=O)N1CCCCC1)NS(=O)(=O)C1=C(C=C(C=C1)Cl)Cl)=O (2-(2,4-dichloro-benzenesulfonylamino)-5-[4-(piperidine-1-sulfonyl)-phenylsulfanyl]-isonicotinic acid pentyl ester). The yield is 29327.1%. Reaction SMILES: [CH2:1]([O:6][C:7](=[O:31])[C:8]1[C:13]([S:14][C:15]2[CH:20]=[CH:19][C:18]([S:21]([N:24]3[CH2:29][CH2:28][CH2:27][CH2:26][CH2:25]3)(=[O:23])=[O:22])=[CH:17][CH:16]=2)=[CH:12][N:11]=[C:10]([NH2:30])[CH:9]=1)[CH2:2][CH2:3][CH2:4][CH3:5].[Cl:32][C:33]1[CH:38]=[C:37]([Cl:39])[CH:36]=[CH:35][C:34]=1[S:40](Cl)(=[O:42])=[O:41]>CN(C)C1C=CN=CC=1.N1C=CC=CC=1>[CH2:1]([O:6][C:7](=[O:31])[C:8]1[C:13]([S:14][C:15]2[CH:16]=[CH:17][C:18]([S:21]([N:24]3[CH2:29][CH2:28][CH2:27][CH2:26][CH2:25]3)(=[O:23])=[O:22])=[CH:19][CH:20]=2)=[CH:12][N:11]=[C:10]([NH:30][S:40]([C:34]2[CH:35]=[CH:36][C:37]([Cl:39])=[CH:38][C:33]=2[Cl:32])(=[O:42])=[O:41])[CH:9]=1)[CH2:2][CH2:3][CH2:4][CH3:5]. Reported procedure: A solution of the 2-amino-5-[4-(piperidine-1-sulfonyl) -phenylsulfanyl]-isonicotinic acid pentyl ester (500 mg, 1.1 μmol), 2,4-dichlorobenzenesulfonylchloride (327 mg, 1.33 mmol) and 4-dimethylaminopyridine (134 mg, 1.1 mmol) in pyridine (10 ml) was stirred at 40° C. overnight. The pyridine was removed under reduced pressure and the residue purified by flash column chromatography using ethyl acetate 1/2 hexane as eluent to afford 2-(2,4-dichloro-benzenesulfonylamino)-5-[4-(piperidine-1-sulfonyl)... Starting materials: ClC1=CC=C(C=C1)C1=C(N(C2=CC=C(C=C12)OC(C(=O)O)(C)C)C)C (2-[3-(4-chlorophenyl)-1,2-dimethyl-1H-indole-5-yloxy]-2-methylpropanoic acid), N (ammonia). Run in O1CCCC1 (tetrahydrofurane). The product is ClC1=CC=C(C=C1)C1=C(N(C2=CC=C(C=C12)OC(C(=O)N)(C)C)C)C (2-[3-(4-Chlorophenyl)-1,2-dimethyl-1H-indole-5-yloxy]-2-methyl-propanoic acid amide). Reaction SMILES: [Cl:1][C:2]1[CH:7]=[CH:6][C:5]([C:8]2[C:16]3[C:11](=[CH:12][CH:13]=[C:14]([O:17][C:18]([CH3:23])([CH3:22])[C:19](O)=[O:20])[CH:15]=3)[N:10]([CH3:24])[C:9]=2[CH3:25])=[CH:4][CH:3]=1.[NH3:26]>O1CCCC1>[Cl:1][C:2]1[CH:7]=[CH:6][C:5]([C:8]2[C:16]3[C:11](=[CH:12][CH:13]=[C:14]([O:17][C:18]([CH3:23])([CH3:22])[C:19]([NH2:26])=[O:20])[CH:15]=3)[N:10]([CH3:24])[C:9]=2[CH3:25])=[CH:4][CH:3]=1. Procedure details: The above compound was prepared from 2-[3-(4-chlorophenyl)-1,2-dimethyl-1H-indole-5-yloxy]-2-methylpropanoic acid and a saturated solution of ammonia in absolute tetrahydrofurane using a procedure analogous to that of Example 130. The reactants are C(C)NC=1C(=NC=CC1)[N+](=O)[O-] (3-ethylamino-2-nitro-pyridine), C(C)(=O)OCC (ethyl acetate). The reagents and catalysts are [Pd] (palladium on carbon). Run in CO (methanol). Yields the product NC1=NC=CC=C1NCC (2-Amino-3-ethylaminopyridine). RXN SMILES: [CH2:1]([NH:3][C:4]1[C:5]([N+:10]([O-])=O)=[N:6][CH:7]=[CH:8][CH:9]=1)[CH3:2].C(OCC)(=O)C>[Pd].CO>[NH2:10][C:5]1[C:4]([NH:3][CH2:1][CH3:2])=[CH:9][CH:8]=[CH:7][N:6]=1. Procedure details: A mixture of 3-ethylamino-2-nitro-pyridine (400 mg), 10% palladium on carbon (40 mg) and 1:1 ethyl acetate:methanol (30 mL) were placed in a Parr apparatus under hydrogen (50 psi) for 50 min. The mixture was filtered through Celite, concentrated, and the product triturated with hexane to give 2-Amino-3-ethylaminopyridine as a brown solid. More material was recovered from the filtrate. 1H NMR (CDCl3): δ 7.59 (d, J=4.94 Hz, 1H), 6.81 (d, J=6.32 Hz, 1H), 6.71 (dd, J=4.94, 7.69 Hz, 1H), 3.12 (q, J=7... The reactants are N1(CCOCC1)C=1N=C(NC(C1)=O)CC(=O)[O-].[Na+] (sodium [4-(morpholin-4-yl)-6-oxo-1,6-dihydropyrimidin-2-yl]acetate), IC=1C=C(N)C=CC1 (3-iodoaniline). Product: IC=1C=C(C=CC1)NC(CC=1NC(C=C(N1)N1CCOCC1)=O)=O (N-(3-iodophenyl)-2-[4-(morpholin-4-yl)-6-oxo-1,6-dihydropyrimidin-2-yl]acetamide). Isolated yield 76.4%. RXN SMILES: [N:1]1([C:7]2[N:8]=[C:9]([CH2:14][C:15]([O-:17])=O)[NH:10][C:11](=[O:13])[CH:12]=2)[CH2:6][CH2:5][O:4][CH2:3][CH2:2]1.[Na+].[I:19][C:20]1[CH:21]=[C:22]([CH:24]=[CH:25][CH:26]=1)[NH2:23]>>[I:19][C:20]1[CH:21]=[C:22]([NH:23][C:15](=[O:17])[CH2:14][C:9]2[NH:10][C:11](=[O:13])[CH:12]=[C:7]([N:1]3[CH2:2][CH2:3][O:4][CH2:5][CH2:6]3)[N:8]=2)[CH:24]=[CH:25][CH:26]=1 |f:0.1|. Reported procedure: The product is prepared according to the procedure described in Example 5, using 268 mg of sodium [4-(morpholin-4-yl)-6-oxo-1,6-dihydropyrimidin-2-yl]acetate and 324 mg of 3-iodoaniline in place of the 2,4-difluoroaniline. 345 mg of N-(3-iodophenyl)-2-[4-(morpholin-4-yl)-6-oxo-1,6-dihydropyrimidin-2-yl]acetamide are obtained in the form of a white solid, the characteristics of which are the following: